This data is from the Open Reaction Database (ORD), a public repository of structured organic reaction records. The task is: describe an organic reaction: reactants, conditions, products, and yield Reactants: solid, Cl.Cl.Cl.O1CCC=2C1=C(N=CC2)N2CCN(CC2)CC[C@@H]2CC[C@H](CC2)N (trans-4-{2-[4-(2,3-dihydro-furo[2,3-c]pyridin-7-yl)-piperazin-1-yl]-ethyl}-cyclohexylamine trihydrochloride), Cl.Cl.Cl.O1CCC=2C1=C(N=CC2)N2CCN(CC2)CC[C@@H]2CC[C@H](CC2)N (trans-4-{2-[4-(2,3-dihydro-furo[2,3-c]pyridin-7-yl)-piperazin-1-yl]-ethyl}-cyclohexylamine trihydrochloride), FC(C(C(=O)O)O)(F)F ((RS)-3,3,3-trifluoro-2-hydroxy-propionic acid). The product is O1CCC=2C1=C(N=CC2)N2CCN(CC2)CC[C@@H]2CC[C@H](CC2)NC(C(C(F)(F)F)O)=O (trans-N-(4-{2-[4-(2,3-Dihydro-furo[2,3-c]pyridin-7-yl)-piperazin-1-yl]-ethyl}-cyclohexyl)-(RS)-3,3,3-trifluoro-2-hydroxy-propionamide). As a reaction SMILES: Cl.Cl.Cl.[O:4]1[C:8]2=[C:9]([N:13]3[CH2:18][CH2:17][N:16]([CH2:19][CH2:20][C@H:21]4[CH2:26][CH2:25][C@H:24]([NH2:27])[CH2:23][CH2:22]4)[CH2:15][CH2:14]3)[N:10]=[CH:11][CH:12]=[C:7]2[CH2:6][CH2:5]1.[F:28][C:29]([F:36])([F:35])[CH:30]([OH:34])[C:31](O)=[O:32]>>[O:4]1[C:8]2=[C:9]([N:13]3[CH2:18][CH2:17][N:16]([CH2:19][CH2:20][C@H:21]4[CH2:26][CH2:25][C@H:24]([NH:27][C:31](=[O:32])[CH:30]([OH:34])[C:29]([F:36])([F:35])[F:28])[CH2:23][CH2:22]4)[CH2:15][CH2:14]3)[N:10]=[CH:11][CH:12]=[C:7]2[CH2:6][CH2:5]1 |f:0.1.2.3|. Procedure details: The title compound, yellow solid (110 mg, 96%), MS (ISP) m/z=457.4 [(M+H)+], mp 185° C., was prepared in accordance with the general method of example 6 from trans-4-{2-[4-(2,3-dihydro-furo[2,3-c]pyridin-7-yl)-piperazin-1-yl]-ethyl}-cyclohexylamine trihydrochloride (intermediate B) (110 mg, 0.25 mmol) and (RS)-3,3,3-trifluoro-2-hydroxy-propionic acid.